Dataset: the Open Reaction Database (ORD), a public repository of structured organic reaction records. Task: describe an organic reaction: reactants, conditions, products, and yield The product is CC(C)(C)OC(=O)NCCCC(N)C(=O)OC(C)(C)C. The reactants are CC(C)(C)OC(=O)NCCCC(NC(=O)OCc1ccccc1)C(=O)OC(C)(C)C, CCO. Reaction SMILES: [CH2:1]([O:2][C:3](=[O:4])[NH:11][CH:12]([CH2:13][CH2:14][CH2:15][NH:16][C:17](=[O:18])[O:19][C:20]([CH3:21])([CH3:22])[CH3:23])[C:24](=[O:25])[O:26][C:27]([CH3:28])([CH3:29])[CH3:30])[c:5]1[cH:6][cH:7][cH:8][cH:9][cH:10]1.[CH3:31][CH2:32][OH:33]>>[NH2:11][CH:12]([CH2:13][CH2:14][CH2:15][NH:16][C:17](=[O:18])[O:19][C:20]([CH3:21])([CH3:22])[CH3:23])[C:24](=[O:25])[O:26][C:27]([CH3:28])([CH3:29])[CH3:30]. The reactants are C(C)(=O)C=1C=C(C(=NC1C)OC)NC(=O)N1CCN(CC1)C1=CC(=CC(=C1)OC)OC (1-{(5-Acetyl-2-methoxy-6-methylpyridin-3-yl)aminocarbonyl]-4-(3,5-dimethoxyphenyl)piperazine), C[Mg+].[Br-] (CH3MgBr). Solvent: O1CCCC1 (tetrahydrofuran). The product is OC(C)(C)C=1C=C(C(=NC1C)OC)NC(=O)N1CCN(CC1)C1=CC(=CC(=C1)OC)OC (1-{[5-(1-Hydroxy-1-methylethyl)-2-methoxy-6-methylpyridin-3-yl]aminocarbonyl}-4-(3,5-dimethoxyphenyl)piperazine). The yield is 84.0%. RXN SMILES: [C:1]([C:4]1[CH:5]=[C:6]([NH:13][C:14]([N:16]2[CH2:21][CH2:20][N:19]([C:22]3[CH:27]=[C:26]([O:28][CH3:29])[CH:25]=[C:24]([O:30][CH3:31])[CH:23]=3)[CH2:18][CH2:17]2)=[O:15])[C:7]([O:11][CH3:12])=[N:8][C:9]=1[CH3:10])(=[O:3])[CH3:2].[CH3:32][Mg+].[Br-]>O1CCCC1>[OH:3][C:1]([C:4]1[CH:5]=[C:6]([NH:13][C:14]([N:16]2[CH2:21][CH2:20][N:19]([C:22]3[CH:23]=[C:24]([O:30][CH3:31])[CH:25]=[C:26]([O:28][CH3:29])[CH:27]=3)[CH2:18][CH2:17]2)=[O:15])[C:7]([O:11][CH3:12])=[N:8][C:9]=1[CH3:10])([CH3:32])[CH3:2] |f:1.2|. Procedure details: 1-{(5-Acetyl-2-methoxy-6-methylpyridin-3-yl)aminocarbonyl]-4-(3,5-dimethoxyphenyl)piperazine(214 mg, 0.50 mmol) was dissolved in tetrahydrofuran(10 ml) and CH3MgBr(0.50 ml, 1.50 mmol) was added slowly. The mixture solution was refluxed for 15 hrs and concentrated under the reduced pressure to remove the solvent and extracted with ethylacetate, dried and filtered. The resultant was purified by column chromatography(ethylacetate:hexane=1:2) to obtain the titled compound.